From a dataset of the Open Reaction Database (ORD), a public repository of structured organic reaction records. describe an organic reaction: reactants, conditions, products, and yield The reactants are Fc1ccc(Br)cn1, O=C1CCC2(CC1)OCCO2, C1CCOC1, [Li]CCCC, CN(C)CCN(C)C, O. Yields the product OC1(c2ccc(F)nc2)CCC2(CC1)OCCO2. As a reaction SMILES: [Br:1][c:2]1[cH:3][cH:4][c:5]([F:8])[n:6][cH:7]1.[CH2:22]1[CH2:23][O:24][C:25]2([CH2:26][CH2:27][C:28](=[O:31])[CH2:29][CH2:30]2)[O:32]1.[CH2:33]1[O:34][CH2:35][CH2:36][CH2:37]1.[CH2:9]([Li:10])[CH2:11][CH2:12][CH3:13].[CH3:14][N:15]([CH3:16])[CH2:17][CH2:18][N:19]([CH3:20])[CH3:21].[OH2:38]>>[c:2]1([C:28]2([OH:31])[CH2:27][CH2:26][C:25]3([O:24][CH2:23][CH2:22][O:32]3)[CH2:30][CH2:29]2)[cH:3][cH:4][c:5]([F:8])[n:6][cH:7]1. The reactants are ClC1=CC=C(C=C1)N(C(OCC)=O)C1=C(C=C(C=C1C(F)(F)F)[N+](=O)[O-])[N+](=O)[O-] (Ethyl 4-chlorophenyl[2,4-dinitro-6-(trifluoromethyl)phenyl]carbamate), C([O-])(O)=O.[Na+] (sodium bicarbonate). The reagents and catalysts are [Cl-].[Ti+3].[Cl-].[Cl-] (titanium(III) chloride). The solvent is CO (methanol). Run at time 2 hour. Yields the product ClC1=CC=C(C=C1)N(C(OCC)=O)C1=C(C=C(C=C1C(F)(F)F)N)N (ethyl 4-chlorophenyl[2,4-diamino-6-(trifluoromethyl)phenyl]carbamate). Yield: 82.3%. Reaction SMILES: [Cl:1][C:2]1[CH:7]=[CH:6][C:5]([N:8]([C:14]2[C:19]([C:20]([F:23])([F:22])[F:21])=[CH:18][C:17]([N+:24]([O-])=O)=[CH:16][C:15]=2[N+:27]([O-])=O)[C:9](=[O:13])[O:10][CH2:11][CH3:12])=[CH:4][CH:3]=1.C(=O)(O)[O-].[Na+]>CO.[Cl-].[Ti+3].[Cl-].[Cl-]>[Cl:1][C:2]1[CH:7]=[CH:6][C:5]([N:8]([C:14]2[C:19]([C:20]([F:23])([F:21])[F:22])=[CH:18][C:17]([NH2:24])=[CH:16][C:15]=2[NH2:27])[C:9](=[O:13])[O:10][CH2:11][CH3:12])=[CH:4][CH:3]=1 |f:1.2,4.5.6.7|. Reported procedure: Ethyl 4-chlorophenyl[2,4-dinitro-6-(trifluoromethyl)phenyl]carbamate (1.7323 g) was dissolved in methanol (100 ml), and to the solution was added titanium(III) chloride solution (36.967 g) under ice-cooling. The reaction mixture was stirred for 2 hours. To the reaction mixture was added saturated aqueous sodium bicarbonate solution (800 ml), and the mixture was extracted 2 times with ethyl acetate. The organic layer was washed with saturated brine, dried over anhydrous magnesium sulfate, and con... Starting materials: [N+](=O)([O-])C1=CC=C(COC(=O)C2=C(CS[C@H]3N2C([C@H]3NC(COC3=CC=CC=C3)=O)=O)SCC3=CC=CC=C3)C=C1 (3-benzylthio-7β-phenoxyacetylamino-3-cephem-4-carboxylic acid p-nitrobenzyl ester). The reagents and catalysts are [Zn] (zinc). Solvent: C(C)(=O)O (acetic acid). Reaction conditions: time 2 hour. Product: C(C1=CC=CC=C1)SC=1CS[C@H]2N(C1C(=O)O)C([C@H]2NC(COC2=CC=CC=C2)=O)=O (3-benzylthio-7β-phenoxyacetylamino-3-cephem-4-carboxylic acid). Reaction SMILES: [N+](C1C=CC(C[O:9][C:10]([C:12]2[N:17]3[C:18](=[O:31])[C@@H:19]([NH:20][C:21](=[O:30])[CH2:22][O:23][C:24]4[CH:29]=[CH:28][CH:27]=[CH:26][CH:25]=4)[C@H:16]3[S:15][CH2:14][C:13]=2[S:32][CH2:33][C:34]2[CH:39]=[CH:38][CH:37]=[CH:36][CH:35]=2)=[O:11])=CC=1)([O-])=O>C(O)(=O)C.[Zn]>[CH2:33]([S:32][C:13]1[CH2:14][S:15][C@@H:16]2[C@H:19]([NH:20][C:21](=[O:30])[CH2:22][O:23][C:24]3[CH:29]=[CH:28][CH:27]=[CH:26][CH:25]=3)[C:18](=[O:31])[N:17]2[C:12]=1[C:10]([OH:11])=[O:9])[C:34]1[CH:39]=[CH:38][CH:37]=[CH:36][CH:35]=1. Procedure: 425 mg of activated zinc powder are added to a solution of 425 mg (0.72 mmol) of 3-benzylthio-7β-phenoxyacetylamino-3-cephem-4-carboxylic acid p-nitrobenzyl ester in 40 ml of glacial acetic acid and the mixture is stirred vigorously for 2 hours at room temperature and under nitrogen. The solvent is removed in vacuo and the residue is stirred with ethyl acetate and filtered. The solution is extracted with aqueous sodium bicarbonate solution and water. The combined aqueous phases are washed with e...